This data is from the Open Reaction Database (ORD), a public repository of structured organic reaction records. The task is: describe an organic reaction: reactants, conditions, products, and yield Procedure: A solution of 3-amino-5-(trifluoromethyl)benzonitrile (0.078 g, 0.42 mmol) in DMA (1 mL) was placed in a 1-dram vial with a teflon-lined septum cap, and the solvent was purged with argon. 10A (0.100 g, 0.281 mmol), cesium carbonate (0.366 g, 1.124 mmol), copper(I) iodide (0.027 g, 0.141 mmol), Xantphos (0.033 g, 0.056 mmol), and Pd2(dba)3 (0.026 g, 0.028 mmol) were added in one portion, and the suspension was pump/purged three times with argon. The vessel was then heated to 125° C. for 45 min. T... Reagents/catalysts: [Cu]I (copper(I) iodide), C=1C=CC(=CC1)/C=C/C(=O)/C=C/C2=CC=CC=C2.C=1C=CC(=CC1)/C=C/C(=O)/C=C/C2=CC=CC=C2.C=1C=CC(=CC1)/C=C/C(=O)/C=C/C2=CC=CC=C2.[Pd].[Pd] (Pd2(dba)3). Yield: 68.3%. The product is C(#N)C=1C=C(C=C(C1)C(F)(F)F)NC=1C=C(C=2N(N1)C(=CN2)C#N)NC(C)C (6-(3-cyano-5-(trifluoromethyl)phenylamino)-8-(isopropylamino)imidazo[1,2-b]pyridazine-3-carbonitrile). Reaction SMILES: [NH2:1][C:2]1[CH:3]=[C:4]([CH:7]=[C:8]([C:10]([F:13])([F:12])[F:11])[CH:9]=1)[C:5]#[N:6].Cl[C:15]1[CH:16]=[C:17]([N:26]([CH:36]([CH3:38])[CH3:37])CC2C=CC(OC)=CC=2)[C:18]2[N:19]([C:21]([C:24]#[N:25])=[CH:22][N:23]=2)[N:20]=1.C(=O)([O-])[O-].[Cs+].[Cs+].CC1(C)C2C(=C(P(C3C=CC=CC=3)C3C=CC=CC=3)C=CC=2)OC2C(P(C3C=CC=CC=3)C3C=CC=CC=3)=CC=CC1=2.C([SiH](CC)CC)C.C(O)(C(F)(F)F)=O>CC(N(C)C)=O.[Cu]I.C1C=CC(/C=C/C(/C=C/C2C=CC=CC=2)=O)=CC=1.C1C=CC(/C=C/C(/C=C/C2C=CC=CC=2)=O)=CC=1.C1C=CC(/C=C/C(/C=C/C2C=CC=CC=2)=O)=CC=1.[Pd].[Pd].CO>[C:5]([C:4]1[CH:3]=[C:2]([NH:1][C:15]2[CH:16]=[C:17]([NH:26][CH:36]([CH3:38])[CH3:37])[C:18]3[N:19]([C:21]([C:24]#[N:25])=[CH:22][N:23]=3)[N:20]=2)[CH:9]=[C:8]([C:10]([F:11])([F:12])[F:13])[CH:7]=1)#[N:6] |f:2.3.4,10.11.12.13.14|. Run at temperature 125 celsius, time 20 minute. Starting materials: ClC=1C=C(C=2N(N1)C(=CN2)C#N)N(CC2=CC=C(C=C2)OC)C(C)C (6-chloro-8-(isopropyl (4-methoxybenzyl)amino)imidazo[1,2-b]pyridazine-3-carbonitrile), C([O-])([O-])=O.[Cs+].[Cs+] (cesium carbonate), CC1(C2=C(C(=CC=C2)P(C3=CC=CC=C3)C4=CC=CC=C4)OC5=C(C=CC=C51)P(C6=CC=CC=C6)C7=CC=CC=C7)C (Xantphos), NC=1C=C(C#N)C=C(C1)C(F)(F)F (3-amino-5-(trifluoromethyl)benzonitrile), teflon, C(C)[SiH](CC)CC (triethylsilane), C(=O)(C(F)(F)F)O (TFA). Run in CC(=O)N(C)C (DMA), CO (methanol). Starting materials: CCOC(=O)c1cnc2cn[nH]c2c1Cl, Nc1ccccc1. Product: CCOC(=O)c1cnc2cn[nH]c2c1Nc1ccccc1. RXN SMILES: [Cl:1][c:2]1[c:3]2[c:4]([n:5][cH:6][c:7]1[C:8](=[O:9])[O:10][CH2:11][CH3:12])[cH:13][n:14][nH:15]2.[NH2:16][c:17]1[cH:18][cH:19][cH:20][cH:21][cH:22]1>>[c:2]1([NH:16][c:17]2[cH:18][cH:19][cH:20][cH:21][cH:22]2)[c:3]2[c:4]([n:5][cH:6][c:7]1[C:8](=[O:9])[O:10][CH2:11][CH3:12])[cH:13][n:14][nH:15]2. Reactants: FC=1C=CC(=C2C[C@H](COC12)N(CCC)C(CC)CC)C(=O)OC ((R)-8-Fluoro-5-methyloxycarbonyl-3-(N-3-pentyl-N-n-propylamino)chroman), [OH-].[K+] (KOH), O=S(Cl)Cl (SOCl2), FC=1C=CC(=C2C[C@H](COC12)N(CCC)C(CC)CC)C(=O)O ((R)-8-fluoro-5-carboxy-3-(N-3-pentyl-N-n-propylamino)chroman). The reagents and catalysts are CN(C)C=O (DMF). Run in CO (MeOH), O (H2O), C(Cl)Cl (CH2Cl2). Product: N (NH3), C(N)(=O)C1=C2C[C@H](COC2=C(C=C1)F)N(CCC)C(CC)CC ((R)-5-carbamoyl-8-fluoro-3-(N-3-pentyl-N-n-propylamino)chroman). RXN SMILES: [F:1][C:2]1[CH:3]=[CH:4][C:5]([C:21]([O:23]C)=O)=[C:6]2[C:11]=1[O:10][CH2:9][C@H:8]([N:12]([CH:16]([CH2:19][CH3:20])[CH2:17][CH3:18])[CH2:13][CH2:14][CH3:15])[CH2:7]2.[OH-].[K+].O=S(Cl)Cl.FC1C=CC(C(O)=O)=C2C=1OC[C@H]([N:42](C(CC)CC)CCC)C2>CO.O.C(Cl)Cl.CN(C=O)C>[NH3:12].[C:21]([C:5]1[CH:4]=[CH:3][C:2]([F:1])=[C:11]2[C:6]=1[CH2:7][C@@H:8]([N:12]([CH:16]([CH2:19][CH3:20])[CH2:17][CH3:18])[CH2:13][CH2:14][CH3:15])[CH2:9][O:10]2)(=[O:23])[NH2:42] |f:1.2|. Reported procedure: (R)-8-Fluoro-5-methyloxycarbonyl-3-(N-3-pentyl-N-n-propylamino)chroman (0.72 g, 2.13 mmol) was hydrolysed with KOH (0.20 g, 3.1 mmol) in 20 ml MeOH and 10 ml H2O , under reflux conditions for 20 hours and gave after evaporation, and co-evaporation with toluene, (R)-8-fluoro-5-carboxy-3-(N-3-pentyl-N-n-propylamino)chroman as a white solid. SOCl2 (0.8 ml, 11 mmol) was added to a slurry of (R)-8-fluoro-5-carboxy-3-(N-3-pentyl-N-n-propylamino)chroman in 50 ml dry CH2Cl2 and 1 drop DMF (catalytic amo... Starting materials: C(C)(C)N1C([C@H]([C@H](OC2=C1C=CC=C2)C2=CC=CC=C2)NC(OC(C)(C)C)=O)=O (tert-Butyl [(2R,3S)-5-isopropyl-4-oxo-2-phenyl-2,3,4,5-tetrahydro-1,5-benzoxazepin-3-yl]carbamate), FC(C(=O)O)(F)F (trifluoroacetic acid). The solvent is ClCCl (dichloromethane). Yields the product N[C@H]1[C@H](OC2=C(N(C1=O)C(C)C)C=CC=C2)C2=CC=CC=C2 ((2R,3S)-3-Amino-5-isopropyl-2-phenyl-2,3-dihydro-1,5-benzoxazepin-4(5H)-one). Yield: 98.6%. RXN SMILES: [CH:1]([N:4]1[C:10]2[CH:11]=[CH:12][CH:13]=[CH:14][C:9]=2[O:8][C@H:7]([C:15]2[CH:20]=[CH:19][CH:18]=[CH:17][CH:16]=2)[C@H:6]([NH:21]C(=O)OC(C)(C)C)[C:5]1=[O:29])([CH3:3])[CH3:2].FC(F)(F)C(O)=O>ClCCl>[NH2:21][C@@H:6]1[C:5](=[O:29])[N:4]([CH:1]([CH3:3])[CH3:2])[C:10]2[CH:11]=[CH:12][CH:13]=[CH:14][C:9]=2[O:8][C@@H:7]1[C:15]1[CH:20]=[CH:19][CH:18]=[CH:17][CH:16]=1. Reported procedure: tert-Butyl [(2R,3S)-5-isopropyl-4-oxo-2-phenyl-2,3,4,5-tetrahydro-1,5-benzoxazepin-3-yl]carbamate (69a) (80 mg, 0.202 mmol) was dissolved in 5:1 (v/v) dichloromethane:trifluoroacetic acid (3 mL) and kept at ambient temperature for 30 min. The solution was evaporated and the residue was dissolved in ethyl acetate and extracted with saturated aqueous sodium bicarbonate. The organic solution was dried and evaporated to afford the title compound (59 mg, 99%) as a white solid. MS APCI, m/z=297 (M+1).... Reactants: OBO, CN1C(=O)CN=C(c2cccc(C#N)c2)c2cc(Br)ccc21, COc1ccc(B(O)O)cc1, c1ccccc1. Product: COc1ccc(-c2ccc3c(c2)C(c2cccc(C#N)c2)=NCC(=O)N3C)cc1. Reaction SMILES: [BH:23]([OH:24])[OH:25].[Br:1][c:2]1[cH:3][c:4]2[c:5]([cH:21][cH:22]1)[N:6]([CH3:20])[C:7](=[O:19])[CH2:8][N:9]=[C:10]2[c:11]1[cH:12][c:13]([C:14]#[N:15])[cH:16][cH:17][cH:18]1.[CH3:32][O:33][c:34]1[cH:35][cH:36][c:37]([B:40]([OH:41])[OH:42])[cH:38][cH:39]1.[cH:26]1[cH:27][cH:28][cH:29][cH:30][cH:31]1>>[c:2]1(-[c:37]2[cH:36][cH:35][c:34]([O:33][CH3:32])[cH:39][cH:38]2)[cH:3][c:4]2[c:5]([cH:21][cH:22]1)[N:6]([CH3:20])[C:7](=[O:19])[CH2:8][N:9]=[C:10]2[c:11]1[cH:12][c:13]([C:14]#[N:15])[cH:16][cH:17][cH:18]1. The product is CNCCC(Oc1ccc(C(F)(F)F)cc1)c1ccccc1. Reactants: CN(C#N)CCC(Oc1ccc(C(F)(F)F)cc1)c1ccccc1, [K+], [OH-], O, OCCO. RXN SMILES: [CH3:7][N:8]([C:9]#[N:10])[CH2:11][CH2:12][CH:13]([c:14]1[cH:15][cH:16][cH:17][cH:18][cH:19]1)[O:20][c:21]1[cH:22][cH:23][c:24]([C:27]([F:28])([F:29])[F:30])[cH:25][cH:26]1.[K+:2].[OH-:1].[OH2:31].[OH:3][CH2:4][CH2:5][OH:6]>>[CH3:7][NH:8][CH2:11][CH2:12][CH:13]([c:14]1[cH:15][cH:16][cH:17][cH:18][cH:19]1)[O:20][c:21]1[cH:22][cH:23][c:24]([C:27]([F:28])([F:29])[F:30])[cH:25][cH:26]1.